Task: describe an organic reaction: reactants, conditions, products, and yield. Dataset: the Open Reaction Database (ORD), a public repository of structured organic reaction records Starting materials: CCOC(=O)Nc1ccc(OCC)cc1, COC(C)C(C)O, NCCCOc1cccc(CN2CCCCC2)c1. The product is CCOc1ccc(NC(=O)NCCCOc2cccc(CN3CCCCC3)c2)cc1. RXN SMILES: [CH2:19]([CH3:20])[O:21][c:22]1[cH:23][cH:24][c:25]([NH:28][C:29]([O:30][CH2:32][CH3:33])=[O:31])[cH:26][cH:27]1.[CH3:34][O:35][CH:36]([CH3:37])[CH:38]([OH:39])[CH3:40].[N:1]1([CH2:7][c:8]2[cH:9][c:10]([O:11][CH2:12][CH2:13][CH2:14][NH2:15])[cH:16][cH:17][cH:18]2)[CH2:2][CH2:3][CH2:4][CH2:5][CH2:6]1>>[N:1]1([CH2:7][c:8]2[cH:9][c:10]([O:11][CH2:12][CH2:13][CH2:14][NH:15][C:29]([NH:28][c:25]3[cH:24][cH:23][c:22]([O:21][CH2:19][CH3:20])[cH:27][cH:26]3)=[O:30])[cH:16][cH:17][cH:18]2)[CH2:2][CH2:3][CH2:4][CH2:5][CH2:6]1. Reactants: IC (iodomethane), ClC1=C(C=C(C=C1)CC(C)=O)S(=O)(=O)Cl (2-Chloro-5-(2-oxo-propyl)-benzenesulphonyl chloride), S(=O)([O-])[O-].[Na+].[Na+] (sodium sulphite), C(O)([O-])=O.[Na+] (sodium hydrogen carbonate). The solvent is O1CCOCC1 (dioxane), O (water), O (water). Conditions: temperature 75 celsius. The product is ClC1=C(C=C(C=C1)CC(C)=O)S(=O)(=O)C (1-(4-Chloro-3-methanesulphonyl-phenyl)-propan-2-one). As a reaction SMILES: [Cl:1][C:2]1[CH:7]=[CH:6][C:5]([CH2:8][C:9](=[O:11])[CH3:10])=[CH:4][C:3]=1[S:12](Cl)(=[O:14])=[O:13].S([O-])([O-])=O.[Na+].[Na+].[C:22](=O)([O-])O.[Na+].IC>O1CCOCC1.O>[Cl:1][C:2]1[CH:7]=[CH:6][C:5]([CH2:8][C:9](=[O:11])[CH3:10])=[CH:4][C:3]=1[S:12]([CH3:22])(=[O:14])=[O:13] |f:1.2.3,4.5|. Reported procedure: A stirred solution of 2-Chloro-5-(2-oxo-propyl)-benzenesulphonyl chloride (prepared as described in Example 174a) (20.0 g, 74.9 mmol) in dioxane (300 ml) at room temperature is treated with a solution of sodium sulphite (18.9 g, 150 mmol) and sodium hydrogen carbonate (12.6 g, 150 mmol) in water (200 ml). The reaction mixture is heated to 75° C. for 10 minutes and then allowed to cool to room temperature. The solvent is removed in vacuo and the residue dissolved in DMF (200 ml). The solution is ...